This data is from the Open Reaction Database (ORD), a public repository of structured organic reaction records. The task is: describe an organic reaction: reactants, conditions, products, and yield Starting materials: ClC1=CC=C(C=C1)S(=O)(=O)N1C2C(C(C(C1CCC2)CC)=O)=CN(C)C (9-(4-chloro-benzenesulfonyl)-2-dimethylaminomethylene-4-ethyl-9-aza-bicyclo[3.3.1]nonan-3-one), O.NN (hydrazine monohydrate). The solvent is C(C)(=O)O (acetic acid). Conditions: temperature 100 celsius, time 1 hour. The product is ClC1=CC=C(C=C1)S(=O)(=O)N1C2C=3C=NNC3C(C1CCC2)CC (12-(4-chloro-benzenesulfonyl)-7-ethyl-4,5,12-triaza-tricyclo[6.3.1.02,6]dodeca-2(6),3-diene). RXN SMILES: [Cl:1][C:2]1[CH:7]=[CH:6][C:5]([S:8]([N:11]2[CH:16]3[CH2:17][CH2:18][CH2:19][CH:12]2[C:13](=[CH:23][N:24](C)C)[C:14](=O)[CH:15]3[CH2:20][CH3:21])(=[O:10])=[O:9])=[CH:4][CH:3]=1.O.[NH2:28]N>C(O)(=O)C>[Cl:1][C:2]1[CH:7]=[CH:6][C:5]([S:8]([N:11]2[CH:16]3[CH2:17][CH2:18][CH2:19][CH:12]2[C:13]2[CH:23]=[N:24][NH:28][C:14]=2[CH:15]3[CH2:20][CH3:21])(=[O:10])=[O:9])=[CH:4][CH:3]=1 |f:1.2|. Procedure: To a solution of 9-(4-chloro-benzenesulfonyl)-2-dimethylaminomethylene-4-ethyl-9-aza-bicyclo[3.3.1]nonan-3-one crude mixture in glacial acetic acid (1 mL) followed by hydrazine monohydrate (0.5 mL). The reaction mixture was stirred at 100° C. for 1 h after which the solution was cooled to room temperature and quenched by the addition of a saturated aqueous NaHCO3 solution (until pH>7). The resulting solution was extracted with EtOAc (3×20 mL), the organic extracts were combined, dried (Na2SO4), ... Product: ClC1=C(C=CC(=C1)Cl)NC(=O)NC (N-(2,4-dichlorophenyl)-N′-methyl-urea). Reaction SMILES: [CH3:1][NH2:2].CCO.[Cl:6][C:7]1[CH:12]=[C:11]([Cl:13])[CH:10]=[CH:9][C:8]=1[N:14]=[C:15]=[O:16]>C1COCC1>[Cl:6][C:7]1[CH:12]=[C:11]([Cl:13])[CH:10]=[CH:9][C:8]=1[NH:14][C:15]([NH:2][CH3:1])=[O:16]. Run in C1CCOC1 (THF). Reported procedure: A cooled (0° C.) solution of methylamine in EtOH (50 mL, 400 mmol, 8.0 M) in anhydrous THF (300 mL) was treated with 2,4-dichlorophenylisocyanate (25.0 g, 133 mmol). The cooling bath was removed and the mixture was warmed to 65° C. for 20 min. The reaction mixture was then cooled to 0° C. The solid was collected on a Buchner funnel, washed with cold ether, and dried under vacuum to afford N-(2,4-dichlorophenyl)-N′-methyl-urea (21.7 g, 74% yield) as a colorless solid: mp 213.5–214.5° C.; 1H NMR (... Yield: 74.0%. The reactants are CN (methylamine), CCO (EtOH), ClC1=C(C=CC(=C1)Cl)N=C=O (2,4-dichlorophenylisocyanate). Conditions: temperature 65 celsius.